From a dataset of the Open Reaction Database (ORD), a public repository of structured organic reaction records. describe an organic reaction: reactants, conditions, products, and yield The reactants are ClC=1N=C(C2=C(N1)C=C(S2)CN2CCN(CC2)S(=O)(=O)C)N2CCOCC2 (2-Chloro-4-morpholino-6-((4-N-methylsulfonylpiperazin-1-yl)methyl)thieno[3,2-d]pyrimidine), FC1=NC(=CC(=C1)B(O)O)F (2,6-difluoropyridine-4-boronic acid). Product: FC1=NC(=CC(=C1)C=1N=C(C2=C(N1)C=C(S2)CN2CCN(CC2)S(=O)(=O)C)N2CCOCC2)F (2-(2,6-difluoro-pyridin-4-yl)-6-(4-methanesulfonyl-piperazin-1-ylmethyl)-4-morpholin-4-yl-thieno[3,2-d]pyrimidine). Reaction SMILES: Cl[C:2]1[N:3]=[C:4]([N:22]2[CH2:27][CH2:26][O:25][CH2:24][CH2:23]2)[C:5]2[S:10][C:9]([CH2:11][N:12]3[CH2:17][CH2:16][N:15]([S:18]([CH3:21])(=[O:20])=[O:19])[CH2:14][CH2:13]3)=[CH:8][C:6]=2[N:7]=1.[F:28][C:29]1[CH:34]=[C:33](B(O)O)[CH:32]=[C:31]([F:38])[N:30]=1>>[F:28][C:29]1[CH:34]=[C:33]([C:2]2[N:3]=[C:4]([N:22]3[CH2:27][CH2:26][O:25][CH2:24][CH2:23]3)[C:5]3[S:10][C:9]([CH2:11][N:12]4[CH2:17][CH2:16][N:15]([S:18]([CH3:21])(=[O:20])=[O:19])[CH2:14][CH2:13]4)=[CH:8][C:6]=3[N:7]=2)[CH:32]=[C:31]([F:38])[N:30]=1. Procedure details: 2-Chloro-4-morpholino-6-((4-N-methylsulfonylpiperazin-1-yl)methyl)thieno[3,2-d]pyrimidine was reacted with 2,6-difluoropyridine-4-boronic acid in General Procedure A. Purification on silica yielded 2-(2,6-difluoro-pyridin-4-yl)-6-(4-methanesulfonyl-piperazin-1-ylmethyl)-4-morpholin-4-yl-thieno[3,2-d]pyrimidine. Starting materials: C(C)(C)(C)OC(=O)N1CCC(CC1)(O)C1=C(C=C(C=C1)F)F (4-(2,4-Difluoro-phenyl)-4-hydroxy-piperidine-1-carboxylic acid tert-butyl ester). Run in Cl (hydrogen chloride), O1CCOCC1 (dioxane). Conditions: time 1 hour. The product is FC1=C(C=CC(=C1)F)C1(CCNCC1)O (4-(2,4-Difluoro-phenyl)-piperidin-4-ol). Isolated yield 58.8%. As a reaction SMILES: C(OC([N:8]1[CH2:13][CH2:12][C:11]([C:15]2[CH:20]=[CH:19][C:18]([F:21])=[CH:17][C:16]=2[F:22])([OH:14])[CH2:10][CH2:9]1)=O)(C)(C)C>Cl.O1CCOCC1>[F:22][C:16]1[CH:17]=[C:18]([F:21])[CH:19]=[CH:20][C:15]=1[C:11]1([OH:14])[CH2:10][CH2:9][NH:8][CH2:13][CH2:12]1. Reported procedure: 4-(2,4-Difluoro-phenyl)-4-hydroxy-piperidine-1-carboxylic acid tert-butyl ester (0.2 g) was dissolved in a solution of hydrogen chloride in dioxane (4 N, 1 mL). The mixture was stirred for 1 hour and the solvent removed by evaporation under vacuum. The solid was triturated from ether to afford the title compound as a pale yellow solid (0.08 g). LCMS m/z 214.25 [M+H]+. R.T.=1.06 min (Analytical Method 4). The reactants are C([O-])([O-])=O.[K+].[K+] (potassium carbonate), [I-].[K+] (potassium iodide), BrCC(=O)OCC (ethyl bromoacetate), C(#N)C1=CC2=C(OC([C@H]([C@@H]2NC(C)=NC#N)OS(=O)(=O)C)(C)C)C=C1 (6-cyano-3,4-dihydro-3-methanesulfonyloxy-2,2-dimethyl-trans-4-[(N-cyano-acetimidoyl)amino]-2H-benzo[b]pyran). Run in C(C)#N (acetonitrile). Product: C(#N)C1=CC2=C(OC(C=C2N(CC(=O)OCC)C(C)=NC#N)(C)C)C=C1 (6-cyano-2,2-dimethyl-4-[(N-cyano-acetimidoyl)-ethoxycarbonylmethylamino]-2H-benzo[b]pyran). RXN SMILES: [C:1]([C:3]1[CH:25]=[CH:24][C:6]2[O:7][C:8]([CH3:23])([CH3:22])[C@@H:9](OS(C)(=O)=O)[C@H:10]([NH:11][C:12](=[N:14][C:15]#[N:16])[CH3:13])[C:5]=2[CH:4]=1)#[N:2].C(=O)([O-])[O-].[K+].[K+].[I-].[K+].Br[CH2:35][C:36]([O:38][CH2:39][CH3:40])=[O:37]>C(#N)C>[C:1]([C:3]1[CH:25]=[CH:24][C:6]2[O:7][C:8]([CH3:23])([CH3:22])[CH:9]=[C:10]([N:11]([C:12](=[N:14][C:15]#[N:16])[CH3:13])[CH2:35][C:36]([O:38][CH2:39][CH3:40])=[O:37])[C:5]=2[CH:4]=1)#[N:2] |f:1.2.3,4.5|. Procedure details: 6.0 g of 6-cyano-2,2-dimethyl-4-[(N-cyano-acetimidoyl)amino]-2H-benzo[b]pyran obtained in Example 34 was suspended in 200 ml of acetonitrile, and 6.12 g of potassium carbonate, 0.75 g of potassium iodide and 7.53 g of ethyl bromoacetate were added thereto. The mixture was stirred under reflux for 2 hours. Then, the reaction mixture was cooled and then filtered to remove insoluble potassium carbonate and potassium bromide The filtrate was distilled to remove acetonitrile under reduced pressure. T...